This data is from the Open Reaction Database (ORD), a public repository of structured organic reaction records. The task is: describe an organic reaction: reactants, conditions, products, and yield Reactants: C(CCCCC)C1=CC=C(C=C1)C1=CC=C(C=C1)C#N (4-n-hexyl-4'-cyanobiphenyl), C(COCCO)O (diethylene glycol), [OH-].[Na+] (sodium hydroxide), three, Cl (hydrochloric acid). Run in O (water). Reaction conditions: time 25 hour. The product is C(CCCCC)C1=CC=C(C=C1)C1=CC=C(C=C1)C(=O)O (4-n-hexyl-biphenyl-4'-carboxylic acid). As a reaction SMILES: [CH2:1]([C:7]1[CH:12]=[CH:11][C:10]([C:13]2[CH:18]=[CH:17]C(C#N)=[CH:15][CH:14]=2)=[CH:9][CH:8]=1)[CH2:2][CH2:3][CH2:4][CH2:5][CH3:6].C(O)CO[CH2:24][CH2:25][OH:26].[OH-:28].[Na+].Cl>O>[CH2:1]([C:7]1[CH:12]=[CH:11][C:10]([C:13]2[CH:18]=[CH:17][C:24]([C:25]([OH:26])=[O:28])=[CH:15][CH:14]=2)=[CH:9][CH:8]=1)[CH2:2][CH2:3][CH2:4][CH2:5][CH3:6] |f:2.3|. Procedure details: 5 Gram of 4-n-hexyl-4'-cyanobiphenyl, 40 ml of diethylene glycol, 4 ml of water and 2 g of sodium hydroxide were introduced into 200 ml three neck flask and heated with stirring for 25 hours, followed by acidifying with hydrochloric acid, separating by filtration and recrystallizing with glacial acetic acid to give 4.1 g of 4-n-hexyl-biphenyl-4'-carboxylic acid (II), which was a colorless crystal having a molecular formula of C19H22O2 (composition: C 80.8%, H 7.9%, O 11.3% as calculated values a... The reactants are CC1(C)OCC(CONC(=O)c2cc3c(Br)cncc3n2Cc2ccc(I)cc2F)O1, ClCCl. Product: O=C(NOCC(O)CO)c1cc2c(Br)cncc2n1Cc1ccc(I)cc1F. Reaction SMILES: [CH3:1][C:2]1([CH3:31])[O:3][CH2:4][CH:5]([CH2:7][O:8][NH:9][C:10](=[O:11])[c:12]2[cH:13][c:14]3[c:15]([cH:16][n:17][cH:18][c:19]3[Br:20])[n:21]2[CH2:22][c:23]2[c:24]([F:30])[cH:25][c:26]([I:29])[cH:27][cH:28]2)[O:6]1.[Cl:32][CH2:33][Cl:34]>>[OH:3][CH2:4][CH:5]([OH:6])[CH2:7][O:8][NH:9][C:10](=[O:11])[c:12]1[cH:13][c:14]2[c:15]([cH:16][n:17][cH:18][c:19]2[Br:20])[n:21]1[CH2:22][c:23]1[c:24]([F:30])[cH:25][c:26]([I:29])[cH:27][cH:28]1. The product is COC=1C=C(C(=O)N2CC(CC2)(C2=CC(=C(C=C2)Cl)Cl)CCN2CCC(CC2)NC2=NC3=C(N2CC2=CC=C(C=C2)F)C=CC=C3)C=C(C1OC)OC (1-(3,4,5-trimethoxybenzoyl)-3-(2-(4-(1-(4-fluorobenzyl)-1H-benzimidazol-2-yl-amino)piperidin-1-yl)ethyl)-3-(3,4-dichlorophenyl)pyrrolidine). Starting materials: CO.C(C)(=O)OCC (methanol ethyl acetate), CO.C(C)(=O)OCC (methanol ethyl acetate), COC=1C=C(C(=O)N2CC(CC2)(CCOS(=O)(=O)C)C2=CC(=C(C=C2)Cl)Cl)C=C(C1OC)OC (1-(3,4,5-trimethoxybenzoyl)-3-(3,4-dichlorophenyl)-3-(2-methanesulfonyloxyethyl)pyrrolidine), FC1=CC=C(CN2C(=NC3=C2C=CC=C3)NC3CCNCC3)C=C1 ((1-(4-fluorobenzyl)-1H-benzimidazol-2-yl)(piperidin-4-yl)amine), C(C)(C)N(C(C)C)CC (N,N-diisopropylethylamine). The solvent is C(C)#N (acetonitrile). Reaction SMILES: [CH3:1][O:2][C:3]1[CH:4]=[C:5]([CH:28]=[C:29]([O:33][CH3:34])[C:30]=1[O:31][CH3:32])[C:6]([N:8]1[CH2:12][CH2:11][C:10]([C:20]2[CH:25]=[CH:24][C:23]([Cl:26])=[C:22]([Cl:27])[CH:21]=2)([CH2:13][CH2:14]OS(C)(=O)=O)[CH2:9]1)=[O:7].[F:35][C:36]1[CH:58]=[CH:57][C:39]([CH2:40][N:41]2[C:45]3[CH:46]=[CH:47][CH:48]=[CH:49][C:44]=3[N:43]=[C:42]2[NH:50][CH:51]2[CH2:56][CH2:55][NH:54][CH2:53][CH2:52]2)=[CH:38][CH:37]=1.C(N(CC)C(C)C)(C)C.CO.C(OCC)(=O)C>C(#N)C>[CH3:1][O:2][C:3]1[CH:4]=[C:5]([CH:28]=[C:29]([O:33][CH3:34])[C:30]=1[O:31][CH3:32])[C:6]([N:8]1[CH2:12][CH2:11][C:10]([CH2:13][CH2:14][N:54]2[CH2:55][CH2:56][CH:51]([NH:50][C:42]3[N:41]([CH2:40][C:39]4[CH:57]=[CH:58][C:36]([F:35])=[CH:37][CH:38]=4)[C:45]4[CH:46]=[CH:47][CH:48]=[CH:49][C:44]=4[N:43]=3)[CH2:52][CH2:53]2)([C:20]2[CH:25]=[CH:24][C:23]([Cl:26])=[C:22]([Cl:27])[CH:21]=2)[CH2:9]1)=[O:7] |f:3.4|. Reported procedure: Combine 1-(3,4,5-trimethoxybenzoyl)-3-(3,4-dichlorophenyl)-3-(2-methanesulfonyloxyethyl)pyrrolidine (0.52 g, 0.98 mmol) and (1-(4-fluorobenzyl)-1H-benzimidazol-2-yl)(piperidin-4-yl)amine (0.49 g, 1.5 mmol), and N,N-diisopropylethylamine (0.4 mL, 2.3 mmol) in acetonitrile (12 mL). Heat to reflux. After 18 hours, cool and partition the reaction mixture between ethyl acetate and water. Separate the layers and extract the organic layer with water, saturated aqueous sodium bicarbonate, and brine. Dry... Conditions: time 18 hour. Reactants: [Si](OCC)(OCC)(OCC)CCCNC(=O)NCCCl ((EtO)3Si—CH2CH2CH2—NH—CO—NH—CH2CH2—Cl), S (H2S), [O-]CC.[Na+] (sodium ethoxide), NaSH. The solvent is C(C)O (ethanol), C(C)O (ethanol). Product: [Si](OCC)(OCC)(OCC)CCCNC(=O)NCCS ((EtO)3Si—CH2CH2CH2—NH—CO—NH—CH2CH2—SH). Yield: 99.0%. As a reaction SMILES: [SH2:1].[O-]CC.[Na+].[Si:6]([CH2:16][CH2:17][CH2:18][NH:19][C:20]([NH:22][CH2:23][CH2:24]Cl)=[O:21])([O:13][CH2:14][CH3:15])([O:10][CH2:11][CH3:12])[O:7][CH2:8][CH3:9]>C(O)C>[Si:6]([CH2:16][CH2:17][CH2:18][NH:19][C:20]([NH:22][CH2:23][CH2:24][SH:1])=[O:21])([O:13][CH2:14][CH3:15])([O:10][CH2:11][CH3:12])[O:7][CH2:8][CH3:9] |f:1.2|. Procedure: To a solution of NaSH in ethanol [prepared by introducing H2S (15.21 g, 0.45 mol, 1.07 eq) into a sodium ethoxide solution (prepared from Na (10.55 g, 0.46 mol, 1.10 eq) in EtOH (300 mL))] is added, by metered addition at 52° C., (EtO)3Si—CH2CH2CH2—NH—CO—NH—CH2CH2—Cl (138.90 g, 0.42 mol, 1.00 eq) in ethanol (300 ml), and the mixture is heated to 78° C. After a reaction time of 5 h, the mixture is cooled to room temperature and the suspension is filtered. The filtrate is freed of the solvent on a... Starting materials: CC(C)(C)OC(=O)CC(NC(=O)C1CCCN2C(=O)CCC(NC(=O)c3ccccc3)C(=O)N12)C(=O)COC(=O)c1c(Cl)cccc1Cl, O=C(O)C(F)(F)F. Yields the product O=C(O)CC(NC(=O)C1CCCN2C(=O)CCC(NC(=O)c3ccccc3)C(=O)N12)C(=O)COC(=O)c1c(Cl)cccc1Cl. As a reaction SMILES: [C:8]([c:9]1[cH:10][cH:11][cH:12][cH:13][cH:14]1)(=[O:15])[NH:16][CH:17]1[CH2:18][CH2:19][C:20](=[O:55])[N:21]2[N:22]([C:23]1=[O:24])[CH:25]([C:29](=[O:30])[NH:31][CH:32]([CH2:33][C:34](=[O:35])[O:36][C:37]([CH3:38])([CH3:39])[CH3:40])[C:41]([CH2:42][O:43][C:44]([c:45]1[c:46]([Cl:52])[cH:47][cH:48][cH:49][c:50]1[Cl:51])=[O:53])=[O:54])[CH2:26][CH2:27][CH2:28]2.[F:1][C:2]([F:3])([F:4])[C:5]([OH:6])=[O:7]>>[C:8]([c:9]1[cH:10][cH:11][cH:12][cH:13][cH:14]1)(=[O:15])[NH:16][CH:17]1[CH2:18][CH2:19][C:20](=[O:55])[N:21]2[N:22]([C:23]1=[O:24])[CH:25]([C:29](=[O:30])[NH:31][CH:32]([CH2:33][C:34](=[O:35])[OH:36])[C:41]([CH2:42][O:43][C:44]([c:45]1[c:46]([Cl:52])[cH:47][cH:48][cH:49][c:50]1[Cl:51])=[O:53])=[O:54])[CH2:26][CH2:27][CH2:28]2.